From a dataset of the Open Reaction Database (ORD), a public repository of structured organic reaction records. describe an organic reaction: reactants, conditions, products, and yield RXN SMILES: [B-:17]([F:18])([F:19])([F:20])[F:21].[Br:1][c:2]1[c:3]([O:11][CH2:12][C:13]([F:14])([F:15])[F:16])[n:4][cH:5][c:6]([C:7](=[O:8])[OH:9])[cH:10]1.[CH:39]([N:40]([CH2:41][CH3:42])[CH:43]([CH3:44])[CH3:45])([CH3:46])[CH3:47].[ClH:48].[NH2:49][CH:50]1[CH:51]([OH:56])[CH2:52][CH2:53][CH2:54][CH2:55]1.[O:57]=[CH:58][N:59]([CH3:60])[CH3:61].[n:22]1([O:23][C:24]([N:25]([CH3:26])[CH3:27])=[N+:28]([CH3:29])[CH3:30])[c:31]2[cH:32][cH:33][cH:34][cH:35][c:36]2[n:37][n:38]1>>[Br:1][c:2]1[c:3]([O:11][CH2:12][C:13]([F:14])([F:15])[F:16])[n:4][cH:5][c:6]([C:7](=[O:9])[NH:49][CH:50]2[CH:51]([OH:56])[CH2:52][CH2:53][CH2:54][CH2:55]2)[cH:10]1. Product: O=C(NC1CCCCC1O)c1cnc(OCC(F)(F)F)c(Br)c1. Reactants: F[B-](F)(F)F, O=C(O)c1cnc(OCC(F)(F)F)c(Br)c1, CCN(C(C)C)C(C)C, Cl, NC1CCCCC1O, CN(C)C=O, CN(C)C(On1nnc2ccccc21)=[N+](C)C. The reactants are CC(CC(=O)O)CC(C)(C)C (3,5,5-trimethylhexanoic acid), C1(CCC(CC1)CO)CO (1,4-cyclohexane dimethanol), C(C1=CC=C(C(=O)OC)C=C1)(=O)OC (dimethyl terephthalate). The reagents and catalysts are [Ru] (ruthenium). Solvent: O (water). Product: C1(CCC(CC1)C(=O)OC)C(=O)OC (dimethyl 1,4-cyclohexanedicarboxylate). RXN SMILES: CC(CC(C)(C)C)CC(O)=O.C1(CO)CCC(CO)CC1.[C:22]([O:34][CH3:35])(=[O:33])[C:23]1[CH:32]=[CH:31][C:26]([C:27]([O:29][CH3:30])=[O:28])=[CH:25][CH:24]=1>[Ru].O>[CH:26]1([C:27]([O:29][CH3:30])=[O:28])[CH2:25][CH2:24][CH:23]([C:22]([O:34][CH3:35])=[O:33])[CH2:32][CH2:31]1. Reported procedure: A 1 L four-necked flask equipped with a stirrer, a thermometer and a water-fractionating receiver with a cooling tube was charged with 483.5 g (3.06 mol) of 3,5,5-trimethylhexanoic acid, 216 g (1.5 mol) of 1,4-cyclohexane dimethanol (produced by hydrogenating a nucleus of dimethyl terephthalate in the presence of a ruthenium-supporting molded catalyst to obtain dimethyl 1,4-cyclohexanedicarboxylate, and then hydrogenating the thus obtained dimethyl 1,4-cyclohexanedicarboxylate in the presence of...